Dataset: the Open Reaction Database (ORD), a public repository of structured organic reaction records. Task: describe an organic reaction: reactants, conditions, products, and yield Starting materials: [Br-], C1CCOC1, C[Mg+], Cc1ccc(C(F)(F)F)cc1C(=O)Cl. The product is CC(=O)c1cc(C(F)(F)F)ccc1C. As a reaction SMILES: [Br-:15].[CH2:18]1[O:19][CH2:20][CH2:21][CH2:22]1.[CH3:16][Mg+:17].[CH3:1][c:2]1[c:3]([C:4](=[O:5])[Cl:6])[cH:7][c:8]([C:11]([F:12])([F:13])[F:14])[cH:9][cH:10]1>>[CH3:1][c:2]1[c:3]([C:4](=[O:5])[CH3:16])[cH:7][c:8]([C:11]([F:12])([F:13])[F:14])[cH:9][cH:10]1. Reported procedure: A degassed solution of the oligomer prepared in Example 26 (100 mg) in styrene (3 ml) was heated at 100° C. for 3 hr. At the start of the reaction and after each hour of heating di-t-butylnitroxide (0.5 mg) was added in order to suppress the thermal initiation of styrene. Removal of volatiles gave the title AB block co-oligomer. HPLC fractionation, together with 1H NMR analysis, proved that the styrene units were attached to the starting methyl acrylate oligomer. 1H NMR (90 MHz) δ: 0.7-1.3 (C--C... RXN SMILES: [C:1]([O:5][CH3:6])(=[O:4])[CH:2]=[CH2:3].[CH2:7]=[CH:8][C:9]1[CH:14]=[CH:13][CH:12]=[CH:11][CH:10]=1>>[C:1]([O:5][CH3:6])(=[O:4])[CH:2]=[CH2:3].[CH2:7]=[CH:8][C:9]1[CH:14]=[CH:13][CH:12]=[CH:11][CH:10]=1 |f:2.3|. The product is C(C=C)(=O)OC.C=CC1=CC=CC=C1 (Methyl Acrylate Styrene). Starting materials: C(C=C)(=O)OC (methyl acrylate), C=CC1=CC=CC=C1 (styrene), di-t-butylnitroxide, oligomer, C=CC1=CC=CC=C1 (styrene), C=CC1=CC=CC=C1 (styrene). The reactants are [Cl-], Cl, O=N[O-], Cc1cc(C)nc(N)c1, [Na+], [Na+], [Na+], [OH-], O. The product is Cc1cc(C)nc(Cl)c1. RXN SMILES: [Cl-:15].[ClH:18].[N:10]([O-:11])=[O:12].[NH2:1][c:2]1[n:3][c:4]([CH3:9])[cH:5][c:6]([CH3:8])[cH:7]1.[Na+:13].[Na+:14].[Na+:17].[OH-:16].[OH2:19]>>[c:2]1([Cl:15])[n:3][c:4]([CH3:9])[cH:5][c:6]([CH3:8])[cH:7]1. The reactants are Cc1ccccc1, O=Cc1cc(C(F)(F)F)cc(C(F)(F)F)c1, [H][H]. The product is OCc1cc(C(F)(F)F)cc(C(F)(F)F)c1. As a reaction SMILES: [CH3:19][c:20]1[cH:21][cH:22][cH:23][cH:24][cH:25]1.[F:1][C:2]([c:3]1[cH:4][c:5]([CH:6]=[O:7])[cH:8][c:9]([C:11]([F:12])([F:13])[F:14])[cH:10]1)([F:15])[F:16].[H:17][H:18]>>[F:1][C:2]([c:3]1[cH:4][c:5]([CH2:6][OH:7])[cH:8][c:9]([C:11]([F:12])([F:13])[F:14])[cH:10]1)([F:15])[F:16]. Reactants: FC(OC=1C=C2CCC(C2=CC1)=O)(F)F (5-Trifluoromethoxyindan-1-one), FC(OC=1C=C(C=CC1)CCC(=O)OC)(F)F (methyl 3-(3-trifluoromethoxyphenyl)propionate), [OH-].[K+] (potassium hydroxide). The solvent is C(C)O (ethanol), O (water). Product: FC(OC=1C=C(C=CC1)CCC(=O)O)(F)F (3-(3-trifluoromethoxy-phenyl) propionic acid). Reaction SMILES: FC(F)(F)OC1C=C2C(=CC=1)C(=O)CC2.[F:16][C:17]([F:32])([F:31])[O:18][C:19]1[CH:20]=[C:21]([CH2:25][CH2:26][C:27]([O:29]C)=[O:28])[CH:22]=[CH:23][CH:24]=1.[OH-].[K+]>C(O)C.O>[F:16][C:17]([F:31])([F:32])[O:18][C:19]1[CH:20]=[C:21]([CH2:25][CH2:26][C:27]([OH:29])=[O:28])[CH:22]=[CH:23][CH:24]=1 |f:2.3|. Procedure details: 5-Trifluoromethoxyindan-1-one: 9.37 g of methyl 3-(3-trifluoromethoxyphenyl)propionate are dissolved in 50 ml of ethanol with 25 ml of water. 3.74 g of potassium hydroxide are added and the mixture is refluxed for 45 minutes. The cooled solution is concentrated, the residue is treated with 25 ml of water, and conc. hydrochloric acid is added with stirring until the pH is 1. The aqueous reaction mixture is extracted twice by shaking with 75 ml of dichloromethane in each case. The organic phase is... Starting materials: C([O-])([O-])=O.[K+].[K+] (potassium carbonate), C(=O)C=C (acrolein), C(=O)C=1C=C(CC=2C=NC=CC2)C=CC1O (3-(3′-formyl-4′-hydroxybenzyl)pyridine). The solvent is O1CCOCC1 (1,4-dioxane). Conditions: temperature 100 celsius. Product: C(=O)C=1COC2=C(C1)C=C(C=C2)CC=2C=NC=CC2 (3-formyl-6-(3-pyridylmethyl)-2H-1-benzopyran). Isolated yield 94.3%. RXN SMILES: C(=O)([O-])[O-].[K+].[K+].[CH:7]([CH:9]=[CH2:10])=[O:8].[CH:11]([C:13]1[CH:14]=[C:15]([CH:23]=[CH:24][C:25]=1[OH:26])[CH2:16][C:17]1[CH:18]=[N:19][CH:20]=[CH:21][CH:22]=1)=O>O1CCOCC1>[CH:7]([C:9]1[CH2:10][O:26][C:25]2[CH:24]=[CH:23][C:15]([CH2:16][C:17]3[CH:18]=[N:19][CH:20]=[CH:21][CH:22]=3)=[CH:14][C:13]=2[CH:11]=1)=[O:8] |f:0.1.2|. Reported procedure: 2.21 g of potassium carbonate and 2.20 ml of acrolein were added to a solution of 3.50 g (16.4 mmol) of 3-(3′-formyl-4′-hydroxybenzyl)pyridine in 1,4-dioxane (40 ml) and the mixture was heated at 100° C. for 30 minutes. Then, the resultant reaction mixture was filtered by using Celite (Trademark) and the filtrate was evaporated in vacuo. The residue was purified by a silica gel column chromatography (i.e., hexane: ethyl acetate=2:1 to 1:2) to obtain 3.88 g (yield=94.3%) of the desired compound a... Starting materials: COc1cc2c(cc1OC)CC(=O)N(CCCCl)CC2, Cc1ccccc1, C1CCOC1. Yields the product COc1cc2c(cc1OC)CCN(CCCCl)CC2. As a reaction SMILES: [CH3:1][O:2][c:3]1[cH:4][c:5]2[c:6]([cH:17][c:18]1[O:19][CH3:20])[CH2:7][C:8](=[O:16])[N:9]([CH2:12][CH2:13][CH2:14][Cl:15])[CH2:10][CH2:11]2.[CH3:21][c:22]1[cH:23][cH:24][cH:25][cH:26][cH:27]1.[O:28]1[CH2:29][CH2:30][CH2:31][CH2:32]1>>[CH3:1][O:2][c:3]1[cH:4][c:5]2[c:6]([cH:17][c:18]1[O:19][CH3:20])[CH2:7][CH2:8][N:9]([CH2:12][CH2:13][CH2:14][Cl:15])[CH2:10][CH2:11]2. Starting materials: NC1=C(C#N)C=CC=C1 (o-aminobenzonitrile), C(C)(C)O (isopropanol), O1C(=CC=C1)C#N (2-furonitrile), C[O-].[Na+] (sodium methoxide). Run in O (water). The product is NC1=NC(=NC2=CC=CC=C12)C=1OC=CC1 (4-amino2-(2-furyl)quinazoline). As a reaction SMILES: [NH2:1][C:2]1[CH:9]=[CH:8][CH:7]=[CH:6][C:3]=1[C:4]#[N:5].[O:10]1[CH:14]=[CH:13][CH:12]=[C:11]1[C:15]#[N:16].C[O-].[Na+].C(O)(C)C>O>[NH2:5][C:4]1[C:3]2[C:2](=[CH:9][CH:8]=[CH:7][CH:6]=2)[N:1]=[C:15]([C:11]2[O:10][CH:14]=[CH:13][CH:12]=2)[N:16]=1 |f:2.3|. Procedure details: 5.4 g. (0.05 mol) of o-aminobenzonitrile, 4.7 g. (0.05 mol) of 2-furonitrile and 5.4 g. (0.1 mol) of sodium methoxide in 150 ml. of isopropanol are refluxed for 48 hours under a nitrogen atmosphere. The reaction mixture is then decomposed with water and the isopropanol is distilled off. 80 ml. of diethyl ether and 80 ml. of water are added and the precipitate is filtered off. The ethereal layer is separated and the ether is distilled off. The residue is identical to the solid already filtered of...